Dataset: the Open Reaction Database (ORD), a public repository of structured organic reaction records. Task: describe an organic reaction: reactants, conditions, products, and yield Starting materials: CC1=C(N)C(=CC=C1)C (2,6-dimethylaniline), CC(C(C)=O)=O (2,3-butanedione). Run in C(C)O (ethanol). Reaction conditions: time 12 hour. Product: CC1=C(C(=CC=C1)C)N=C(C)C(C)=NC1=C(C=CC=C1C)C (2,3-bis(2',6'-dimethylphenyl-imino)butane). Yield: 77.5%. Reaction SMILES: [CH3:1][C:2]1[CH:8]=[CH:7][CH:6]=[C:5]([CH3:9])[C:3]=1[NH2:4].[CH3:10][C:11](=O)[C:12](=O)[CH3:13]>C(O)C>[CH3:1][C:2]1[CH:8]=[CH:7][CH:6]=[C:5]([CH3:9])[C:3]=1[N:4]=[C:11]([C:12](=[N:4][C:3]1[C:5]([CH3:9])=[CH:6][CH:7]=[CH:8][C:2]=1[CH3:1])[CH3:13])[CH3:10]. Procedure details: A mixture of 37.2 ml (36.3 g, 0.3 moles) of 2,6-dimethylaniline, 13.1 ml (12.9 g, 0.15 moles) of 2,3-butanedione and 100 ml of ethanol is boiled for 12 hours. The solvent is evaporated under reduced pressure, 80 ml of water and 20 ml of acetic acid are added to the residue, and the resulting mixture is stirred for 6 hours at 0° to +5° C. The mixture is allowed to stand overnight, thereafter the separated precipitate is filtered off, washed with water and dried. 34.0 g (77.5%) of crude 2,3-bis(2'... Starting materials: O=C([O-])O, CCO, Cl, [Fe], O=[N+]([O-])c1cccc(C=Cc2ccccc2)c1, [Na+]. The product is Nc1cccc(C=Cc2ccccc2)c1. RXN SMILES: [C:19](=[O:20])([OH:21])[O-:22].[CH3:24][CH2:25][OH:26].[ClH:18].[Fe:27].[N+:1]([O-:2])(=[O:3])[c:4]1[cH:5][c:6]([CH:10]=[CH:11][c:12]2[cH:13][cH:14][cH:15][cH:16][cH:17]2)[cH:7][cH:8][cH:9]1.[Na+:23]>>[NH2:1][c:4]1[cH:5][c:6]([CH:10]=[CH:11][c:12]2[cH:13][cH:14][cH:15][cH:16][cH:17]2)[cH:7][cH:8][cH:9]1. The reactants are CCCC(=O)OCC1COC(C)(C)O1, CO. As a reaction SMILES: [C:1]([CH2:2][CH2:3][CH3:4])(=[O:5])[O:6][CH2:7][CH:8]1[O:9][C:10]([CH3:13])([CH3:14])[O:11][CH2:12]1.[CH3:15][OH:16]>>[C:1]([CH2:2][CH2:3][CH3:4])(=[O:5])[O:6][CH2:7][CH:8]([OH:9])[CH2:12][OH:11]. The product is CCCC(=O)OCC(O)CO. The reactants are C1CCNC1, CN(C)C=O, Cc1noc(CCCCCCCOc2ccc(C3=NCCO3)cc2)c1CCl. Product: Cc1noc(CCCCCCCOc2ccc(C3=NCCO3)cc2)c1CN1CCCC1. As a reaction SMILES: [CH2:28]1[CH2:29][CH2:30][NH:31][CH2:32]1.[CH3:33][N:34]([CH3:35])[CH:36]=[O:37].[Cl:1][CH2:2][c:3]1[c:4]([CH3:27])[n:5][o:6][c:7]1[CH2:8][CH2:9][CH2:10][CH2:11][CH2:12][CH2:13][CH2:14][O:15][c:16]1[cH:17][cH:18][c:19]([C:22]2=[N:26][CH2:25][CH2:24][O:23]2)[cH:20][cH:21]1>>[CH2:2]([c:3]1[c:4]([CH3:27])[n:5][o:6][c:7]1[CH2:8][CH2:9][CH2:10][CH2:11][CH2:12][CH2:13][CH2:14][O:15][c:16]1[cH:17][cH:18][c:19]([C:22]2=[N:26][CH2:25][CH2:24][O:23]2)[cH:20][cH:21]1)[N:31]1[CH2:30][CH2:29][CH2:28][CH2:32]1.